From a dataset of the Open Reaction Database (ORD), a public repository of structured organic reaction records. describe an organic reaction: reactants, conditions, products, and yield The reactants are CN1C(CSC(=C1C)C1C=CN(C=C1)C(=O)OCC(Cl)(Cl)Cl)=O (4,5-dimethyl-6-[1-(2,2,2-trichloroethoxycarbonyl)-1,4dihydro-4-pyridinyl]-2H-1,4-thiazin-3-one). The reagents and catalysts are [Zn] (zinc). Solvent: C(=O)O (formic acid). Run at time 2 hour. The product is CN1C(CSC(=C1C)C1=CC=NC=C1)=O (4,5-dimethyl-6-(4-pyridinyl)-2H-1,4-thiazin-3-one). Isolated yield 14.3%. Reaction SMILES: [CH3:1][N:2]1[C:7]([CH3:8])=[C:6]([CH:9]2[CH:14]=[CH:13][N:12](C(OCC(Cl)(Cl)Cl)=O)[CH:11]=[CH:10]2)[S:5][CH2:4][C:3]1=[O:23]>C(O)=O.[Zn]>[CH3:1][N:2]1[C:7]([CH3:8])=[C:6]([C:9]2[CH:10]=[CH:11][N:12]=[CH:13][CH:14]=2)[S:5][CH2:4][C:3]1=[O:23]. Procedure details: To a solution of 4,5-dimethyl-6-[1-(2,2,2-trichloroethoxycarbonyl)-1,4dihydro-4-pyridinyl]-2H-1,4-thiazin-3-one (0.38 g) in formic acid (5 ml), zinc powder (1.9 g) was added and the reaction mixture was stirred at room temperature for 2 hours. Zinc powder was removed by filtration and formic acid was removed under reduced pressure. The residue was dissolved in water and neutralized with 1N aqueous sodium hydroxide. The precipitates were extracted with ethyl acetate (50 ml×6 times). The combined ...